Dataset: the Open Reaction Database (ORD), a public repository of structured organic reaction records. Task: describe an organic reaction: reactants, conditions, products, and yield The reactants are C(C)C1=CC=C(CNC2=CC3=C(N=CN3)C=C2)C=C1 (N-(4-ethylbenzyl)benzimidazol-5-amine), CC1=CC=C(CBr)C=C1 (4-methylbenzylbromide), C(=O)([O-])[O-].[K+].[K+] (K2CO3). The product is C(C)C1=CC=C(CN(C2=CC3=C(NC=N3)C=C2)CC2=CC=C(C=C2)C)C=C1 (N-(4-Ethylbenzyl)-N-(4-methylbenzyl)-1H-benzo[d]imidazol-5-amine). As a reaction SMILES: [CH2:1]([C:3]1[CH:19]=[CH:18][C:6]([CH2:7][NH:8][C:9]2[CH:17]=[CH:16][C:12]3[N:13]=[CH:14][NH:15][C:11]=3[CH:10]=2)=[CH:5][CH:4]=1)[CH3:2].[CH3:20][C:21]1[CH:28]=[CH:27][C:24]([CH2:25]Br)=[CH:23][CH:22]=1.C([O-])([O-])=O.[K+].[K+]>>[CH2:1]([C:3]1[CH:19]=[CH:18][C:6]([CH2:7][N:8]([CH2:20][C:21]2[CH:28]=[CH:27][C:24]([CH3:25])=[CH:23][CH:22]=2)[C:9]2[CH:17]=[CH:16][C:12]3[NH:13][CH:14]=[N:15][C:11]=3[CH:10]=2)=[CH:5][CH:4]=1)[CH3:2] |f:2.3.4|. Reported procedure: The compound was synthesized starting from N-(4-ethylbenzyl)benzimidazol-5-amine (251 mg; 1 mmol; 1 eq.), 4-methylbenzylbromide (204 mg; 1.1 mmol; 1.1 eq.) and K2CO3 (152 mg; 1.1 mmol; 1.1 eq.) according to method 6; Yield: 0.131 g (36.9%); MS m/z: 356.5 [M+H]+; 1H-NMR (500 MHz, DMSO d6): δ 1.14 (t, 3H, 3J=7.6 Hz); 2.25 (s, 3H); 2.55 (q, 2H, 3J=7.6 Hz); 4.60 (s, 4H); 6.68 (br s, 1H); 6.72 (dd, 1H, 4J=1.8 Hz, 3J=8.9 Hz); 7.09-7.19 (m, 8H); 7.32 (d, 1H, 3J=8.9 Hz); 7.89 (s, 1H); 11.88 (br s, 1H); ...